This data is from the Open Reaction Database (ORD), a public repository of structured organic reaction records. The task is: describe an organic reaction: reactants, conditions, products, and yield Reaction SMILES: [BH4-:46].[CH2:1]([CH2:2][CH2:3][CH3:4])[c:5]1[c:6]([CH2:22][c:23]2[cH:24][cH:25][c:26](-[c:29]3[c:30](-[c:35]4[n:36][o:37][c:38](=[O:40])[nH:39]4)[cH:31][cH:32][cH:33][cH:34]3)[cH:27][cH:28]2)[c:7](=[O:21])[n:8]([CH:14]2[CH2:15][CH2:16][C:17](=[O:20])[CH2:18][CH2:19]2)[c:9]2[n:10]1[n:11][cH:12][n:13]2.[CH3:48][OH:49].[Na+:47].[O:41]1[CH2:42][CH2:43][CH2:44][CH2:45]1>>[CH2:1]([CH2:2][CH2:3][CH3:4])[c:5]1[c:6]([CH2:22][c:23]2[cH:24][cH:25][c:26](-[c:29]3[c:30](-[c:35]4[n:36][o:37][c:38](=[O:40])[nH:39]4)[cH:31][cH:32][cH:33][cH:34]3)[cH:27][cH:28]2)[c:7](=[O:21])[n:8]([CH:14]2[CH2:15][CH2:16][CH:17]([OH:20])[CH2:18][CH2:19]2)[c:9]2[n:10]1[n:11][cH:12][n:13]2. Yields the product CCCCc1c(Cc2ccc(-c3ccccc3-c3noc(=O)[nH]3)cc2)c(=O)n(C2CCC(O)CC2)c2ncnn12. Starting materials: [BH4-], CCCCc1c(Cc2ccc(-c3ccccc3-c3noc(=O)[nH]3)cc2)c(=O)n(C2CCC(=O)CC2)c2ncnn12, CO, [Na+], C1CCOC1. The product is CC(=O)Oc1ccc(C(=O)N2CCN(C(=O)OC(C)(C)C)CC2)cc1. The reactants are CC(=O)Oc1ccc(C(=O)O)cc1, ClCCl, CC(C)(C)OC(=O)N1CCNCC1, CN(C)C=O, O=S(Cl)Cl, c1ccncc1. As a reaction SMILES: [C:1]([CH3:2])(=[O:3])[O:4][c:5]1[cH:6][cH:7][c:8]([C:9](=[O:10])[OH:11])[cH:12][cH:13]1.[CH2:37]([Cl:38])[Cl:39].[N:18]1([C:24](=[O:25])[O:26][C:27]([CH3:28])([CH3:29])[CH3:30])[CH2:19][CH2:20][NH:21][CH2:22][CH2:23]1.[O:40]=[CH:41][N:42]([CH3:43])[CH3:44].[S:14]([Cl:15])([Cl:16])=[O:17].[cH:31]1[cH:32][cH:33][n:34][cH:35][cH:36]1>>[C:1]([CH3:2])(=[O:3])[O:4][c:5]1[cH:6][cH:7][c:8]([C:9](=[O:11])[N:21]2[CH2:20][CH2:19][N:18]([C:24](=[O:25])[O:26][C:27]([CH3:28])([CH3:29])[CH3:30])[CH2:23][CH2:22]2)[cH:12][cH:13]1.